Dataset: the Open Reaction Database (ORD), a public repository of structured organic reaction records. Task: describe an organic reaction: reactants, conditions, products, and yield Reactants: Cc1ccc2[nH]c3c(c2c1)CCN(C)CC3, O=C(CCl)Nc1ccccc1, [Cu]I, [K+], [K+], [K+], CN(C)C=O, O=C(O)C1CCCN1, O=P([O-])([O-])[O-]. Yields the product Cc1ccc2c(c1)c1c(n2CC(=O)Nc2ccccc2)CCN(C)CC1, Cl. RXN SMILES: [CH3:1][N:2]1[CH2:3][CH2:4][c:5]2[nH:6][c:7]3[cH:8][cH:9][c:10]([CH3:16])[cH:11][c:12]3[c:13]2[CH2:14][CH2:15]1.[Cl:33][CH2:34][C:35](=[O:36])[NH:37][c:38]1[cH:39][cH:40][cH:41][cH:42][cH:43]1.[Cu:44][I:45].[K+:30].[K+:31].[K+:32].[O:46]=[CH:47][N:48]([CH3:49])[CH3:50].[OH:17][C:18]([CH:19]1[NH:20][CH2:21][CH2:22][CH2:23]1)=[O:24].[P:25]([O-:26])([O-:27])([O-:28])=[O:29]>>[CH3:1][N:2]1[CH2:3][CH2:4][c:5]2[n:6]([CH2:34][C:35](=[O:36])[NH:37][c:38]3[cH:39][cH:40][cH:41][cH:42][cH:43]3)[c:7]3[cH:8][cH:9][c:10]([CH3:16])[cH:11][c:12]3[c:13]2[CH2:14][CH2:15]1.[ClH:33]. The reactants are NC(=S)N (Thiourea), II (iodine), C(C1=CC=CC=C1)(C1=CC=CC=C1)OC(=O)C=1N2C(C(C2SCC1C=CN(C)C)NC(=O)OC(C)(C)C)=O (2-benzhydryloxycarbonyl-7-t-butoxycarbonylamino-3-(2-dimethylamino-vinyl)-8-oxo-5-thia-1-azabicyclo[4.2.0]oct-2-ene), NC(=S)N (thiourea), reaction mixture. Run in O (water), C(C)(=O)OCC (ethyl acetate), C(Cl)Cl (methylene chloride), O1CCCC1 (tetrahydrofuran), O1CCCC1 (tetrahydrofuran), O (water). Conditions: time 2 hour. Product: NC=1SC(=CN1)C1=C(N2C(C(C2SC1)NC(=O)OC(C)(C)C)=O)C(=O)OC(C1=CC=CC=C1)C1=CC=CC=C1 (3-(2-amino-thiazol-5-yl)-2-benzhydryloxycarbonyl-7-t-butoxycarbonylamino-8-oxo-5-thia-1-azabicyclo[4.2.0]-oct-2-ene). RXN SMILES: II.[CH:3]([O:16][C:17]([C:19]1[N:20]2[CH:23]([S:24][CH2:25][C:26]=1[CH:27]=[CH:28]N(C)C)[CH:22]([NH:32][C:33]([O:35][C:36]([CH3:39])([CH3:38])[CH3:37])=[O:34])[C:21]2=[O:40])=[O:18])([C:10]1[CH:15]=[CH:14][CH:13]=[CH:12][CH:11]=1)[C:4]1[CH:9]=[CH:8][CH:7]=[CH:6][CH:5]=1.[NH2:41][C:42]([NH2:44])=[S:43]>C(Cl)Cl.O1CCCC1.O.C(OCC)(=O)C>[NH2:41][C:42]1[S:43][C:27]([C:26]2[CH2:25][S:24][CH:23]3[N:20]([C:21](=[O:40])[CH:22]3[NH:32][C:33]([O:35][C:36]([CH3:39])([CH3:38])[CH3:37])=[O:34])[C:19]=2[C:17]([O:16][CH:3]([C:10]2[CH:11]=[CH:12][CH:13]=[CH:14][CH:15]=2)[C:4]2[CH:5]=[CH:6][CH:7]=[CH:8][CH:9]=2)=[O:18])=[CH:28][N:44]=1. Procedure details: A suspension of iodine (2.54 g) in dry methylene chloride (20 cc) is added, in 5 minutes, to a solution, cooled to -55° C., of 2-benzhydryloxycarbonyl-7-t-butoxycarbonylamino-3-(2-dimethylamino-vinyl)-8-oxo-5-thia-1-azabicyclo[4.2.0]oct-2-ene, E-form (5.35 g) in dry tetrahydrofuran (20 cc). The reaction mixture is stirred for 2 hours, whilst allowing the temperature gradually to return to 0° C., and is then treated with distilled water (0.36 cc) and stirred for 2 hours at 5° C. A solution of thi... Starting materials: CC(C)(C)[O-], Fc1ccc2[nH]ccc2c1, [K+], CN(C)C=O. The product is Nn1ccc2cc(F)ccc21. Reaction SMILES: [CH3:11][C:12]([CH3:13])([O-:14])[CH3:15].[F:1][c:2]1[cH:3][c:4]2[cH:5][cH:6][nH:7][c:8]2[cH:9][cH:10]1.[K+:16].[O:17]=[CH:18][N:19]([CH3:20])[CH3:21]>>[F:1][c:2]1[cH:3][c:4]2[cH:5][cH:6][n:7]([NH2:19])[c:8]2[cH:9][cH:10]1. Starting materials: ClC1(Cl)C2Cc3cccc(OCc4ccccc4)c3CC21, CCO, [H][H]. Product: Oc1cccc2c1CC1C(C2)C1(Cl)Cl. RXN SMILES: [CH2:1]([c:2]1[cH:3][cH:4][cH:5][cH:6][cH:7]1)[O:8][c:9]1[c:10]2[c:15]([cH:16][cH:17][cH:18]1)[CH2:14][CH:13]1[CH:12]([CH2:11]2)[C:19]1([Cl:20])[Cl:21].[CH3:24][CH2:25][OH:26].[H:22][H:23]>>[OH:8][c:9]1[c:10]2[c:15]([cH:16][cH:17][cH:18]1)[CH2:14][CH:13]1[CH:12]([CH2:11]2)[C:19]1([Cl:20])[Cl:21]. Starting materials: C1(=CC=CC=C1)P(C1=CC=CC=C1)C1=CC=CC=C1 (Triphenylphosphine), CC1=C(C(=O)O)C(=CC(=C1)C(=O)NCC1=CC(=CC=C1)O[Si](C)(C)C(C)(C)C)C (2,6-dimethyl-4-[[[3-[[(1,1-dimethylethyl)dimethylsilyl]oxy]benzyl]amino]carbonyl]benzoic acid), ClN1C(CCC1=O)=O (N-chlorosuccinimide), COC(C(N)P(=O)(OC)OC)=O (rac.-2-(dimethoxyphosphinyl)glycine methyl ester), COC(C(NC(=O)OCC1=CC=CC=C1)P(=O)(OC)OC)=O (rac.-N-(benzyloxycarbonyl)-2-(dimethoxyphosphinyl)glycine methyl ester). Solvent: ClCCl (dichloromethane), ClCCl (dichloromethane). Reaction conditions: temperature 0 celsius, time 15 minute. Yields the product COC(C(NC(C1=C(C=C(C=C1C)C(=O)NCC1=CC(=CC=C1)O[Si](C)(C)C(C)(C)C)C)=O)P(=O)(OC)OC)=O (rac.-N-[2,6-dimethyl-4-[[[3-[[(1,1-dimethylethyl)dimethylsilyl]oxy]benzyl]amino]carbonyl]benzoyl]-2-(dimethoxyphosphinyl)glycine methyl ester). The yield is 93.0%. RXN SMILES: C1(P(C2C=CC=CC=2)C2C=CC=CC=2)C=CC=CC=1.[CH3:20][C:21]1[CH:29]=[C:28]([C:30]([NH:32][CH2:33][C:34]2[CH:39]=[CH:38][CH:37]=[C:36]([O:40][Si:41]([C:44]([CH3:47])([CH3:46])[CH3:45])([CH3:43])[CH3:42])[CH:35]=2)=[O:31])[CH:27]=[C:26]([CH3:48])[C:22]=1[C:23](O)=[O:24].ClN1C(=O)CCC1=O.[CH3:57][O:58][C:59](=[O:68])[CH:60]([P:62]([O:66][CH3:67])([O:64][CH3:65])=[O:63])[NH2:61].COC(=O)C(P(OC)(OC)=O)NC(OCC1C=CC=CC=1)=O>ClCCl>[CH3:57][O:58][C:59](=[O:68])[CH:60]([P:62]([O:64][CH3:65])([O:66][CH3:67])=[O:63])[NH:61][C:23](=[O:24])[C:22]1[C:21]([CH3:20])=[CH:29][C:28]([C:30]([NH:32][CH2:33][C:34]2[CH:39]=[CH:38][CH:37]=[C:36]([O:40][Si:41]([C:44]([CH3:47])([CH3:46])[CH3:45])([CH3:43])[CH3:42])[CH:35]=2)=[O:31])=[CH:27][C:26]=1[CH3:48]. Reported procedure: Triphenylphosphine (0.762 g, 2.9 mmol) was added to a suspension of 2,6-dimethyl-4-[[[3-[[(1,1-dimethylethyl)dimethylsilyl]oxy]benzyl]amino]carbonyl]benzoic acid (Example 111; 1 g, 2.42 mmol) in dichloromethane (12 mL) at 25° C. The mixture was cooled to 0° C. and N-chlorosuccinimide (0.387 g, 2.9 mmol) was added. After stirring 15 min at 0° C., the mixture was stirred for an additional 15 min at 25° C. and then a solution of rac.-2-(dimethoxyphosphinyl)glycine methyl ester (Example 125) freshly... The reactants are ClC1=CC(=C(CN2N=CC3=CC(=CC=C23)C=C2C(NC(S2)SCC)=O)C=C1)C(F)(F)F (5-[1-(4-chloro-2-trifluoromethyl-benzyl)-1H-indazol-5-ylmethylene]-2-ethylsulfanyl-thiazolidin-4-one), CNCC(CO)O (3-Methylamino-propane-1,2-diol). RXN SMILES: [Cl:1][C:2]1[CH:27]=[CH:26][C:5]([CH2:6][N:7]2[C:15]3[C:10](=[CH:11][C:12]([CH:16]=[C:17]4[S:21][CH:20](SCC)[NH:19][C:18]4=[O:25])=[CH:13][CH:14]=3)[CH:9]=[N:8]2)=[C:4]([C:28]([F:31])([F:30])[F:29])[CH:3]=1.[CH3:32][NH:33][CH2:34][CH:35]([OH:38])[CH2:36][OH:37]>>[Cl:1][C:2]1[CH:27]=[CH:26][C:5]([CH2:6][N:7]2[C:15]3[C:10](=[CH:11][C:12]([CH:16]=[C:17]4[S:21][C:20]([N:33]([CH2:34][CH:35]([OH:38])[CH2:36][OH:37])[CH3:32])=[N:19][C:18]4=[O:25])=[CH:13][CH:14]=3)[CH:9]=[N:8]2)=[C:4]([C:28]([F:29])([F:30])[F:31])[CH:3]=1. The product is ClC1=CC(=C(CN2N=CC3=CC(=CC=C23)C=C2C(N=C(S2)N(C)CC(CO)O)=O)C=C1)C(F)(F)F (5-[1-(4-Chloro-2-trifluoromethyl-benzyl)-1H-indazol-5-ylmethylene]-2-[(2,3-dihydroxy-propyl)-methyl-amino]-thiazol-4-one). Procedure details: 5-[1-(4-Chloro-2-trifluoromethyl-benzyl)-1H-indazol-5-ylmethylene]-2-[(2,3-dihydroxy-propyl)-methyl-amino]-thiazol-4-one was prepared from 5-[1-(4-chloro-2-trifluoromethyl-benzyl)-1H-indazol-5-ylmethylene]-2-ethylsulfanyl-thiazolidin-4-one and 3-Methylamino-propane-1,2-diol following General Procedure C. The reactants are S(=O)(=O)(OC)OC (dimethyl sulfate), CC1=CC=C(CS)O1 (5-methylfurfuryl-mercaptan). The product is CSCC1=CC=C(O1)C (5-Methylfurfuryl methyl sulfide), CC1=CC=C(CS)O1 (5-Methylfurfurylmercaptan), alcohol. Reaction SMILES: [CH3:1][C:2]1[O:8][C:5]([CH2:6][SH:7])=[CH:4][CH:3]=1.S(OC)(O[CH3:13])(=O)=O>>[CH3:13][S:7][CH2:6][C:5]1[O:8][C:2]([CH3:1])=[CH:3][CH:4]=1.[CH3:1][C:2]1[O:8][C:5]([CH2:6][SH:7])=[CH:4][CH:3]=1. Reported procedure: a. 5-Methylfurfuryl methyl sulfide was prepared by reacting 5-methylfurfuryl-mercaptan with dimethyl sulfate in alkaline solution according to known methods. 5-Methylfurfurylmercaptan was obtained from the corresponding alcohol by the method described in Org.Syn. 35, 67 (1955). The product is a colorless liquid boiling at 71°-72°C./11 mm. Hg.